Dataset: the Open Reaction Database (ORD), a public repository of structured organic reaction records. Task: describe an organic reaction: reactants, conditions, products, and yield Starting materials: CCOC1=NCc2c[nH]c3cccc1c23, CO, NN, O. Product: NNC1=NCc2c[nH]c3cccc1c23. Reaction SMILES: [CH2:1]([O:2][C:4]1=[N:5][CH2:6][c:7]2[c:8]3[c:9]([cH:10][cH:11][cH:12][c:13]31)[nH:14][cH:15]2)[CH3:3].[CH3:19][OH:20].[NH2:17][NH2:18].[OH2:16]>>[C:4]1([NH:17][NH2:18])=[N:5][CH2:6][c:7]2[c:8]3[c:9]([cH:10][cH:11][cH:12][c:13]31)[nH:14][cH:15]2. Starting materials: C(CCCC)[C@@H]1CC[C@H](CC1)CCC=CC1=CC=C(C#N)C=C1 (4-[4-(trans-4-pentylcyclohexyl)-1-butenyl]benzonitrile), [H][H] (hydrogen). Reagents/catalysts: [Pd] (palladium/carbon). Solvent: C(C)(=O)OCC (ethyl acetate). Product: C(CCCC)[C@@H]1CC[C@H](CC1)CCCCC1=CC=C(C#N)C=C1 (4-[4-(trans-4-pentylcyclohexyl)-1-butyl]benzonitrile). Isolated yield 89.4%. Reaction SMILES: [CH2:1]([C@H:6]1[CH2:11][CH2:10][C@H:9]([CH2:12][CH2:13][CH:14]=[CH:15][C:16]2[CH:23]=[CH:22][C:19]([C:20]#[N:21])=[CH:18][CH:17]=2)[CH2:8][CH2:7]1)[CH2:2][CH2:3][CH2:4][CH3:5].[H][H]>[Pd].C(OCC)(=O)C>[CH2:1]([C@H:6]1[CH2:7][CH2:8][C@H:9]([CH2:12][CH2:13][CH2:14][CH2:15][C:16]2[CH:17]=[CH:18][C:19]([C:20]#[N:21])=[CH:22][CH:23]=2)[CH2:10][CH2:11]1)[CH2:2][CH2:3][CH2:4][CH3:5]. Procedure: A mixture of 40 g of 4-[4-(trans-4-pentylcyclohexyl)-1-butenyl]benzonitrile, 2 g of palladium/carbon (5%) and 250 ml of ethyl acetate was stirred while gassing with hydrogen. Subsequently, the inorganic material was filtered off and the filtrate was concentrated. The residue was purified by chromatography on silica gel with toluene/ethyl acetate (vol. 9:1). Recrystallization from ethanol gave 36 g of pure 4-[4-(trans-4-pentylcyclohexyl)-1-butyl]benzonitrile with m.p. 51° C. The reactants are ClC1=CC=C2C(=N1)C=C(N2S(=O)(=O)C2=CC=CC=C2)C=2OC=CN2 (5-chloro-2-(1,3-oxazol-2-yl)-1-(phenylsulfonyl)-1H-pyrrolo[3,2-b]pyridine), [OH-].[Na+] (NaOH). The solvent is C1CCOC1 (THF), CCO (EtOH), O (water), O (water). Reaction conditions: time 1 hour. The product is ClC1=CC=C2C(=N1)C=C(N2)C=2OC=CN2 (5-chloro-2-(1,3-oxazol-2-yl)-1H-pyrrolo[3,2-b]pyridine). RXN SMILES: [Cl:1][C:2]1[N:7]=[C:6]2[CH:8]=[C:9]([C:20]3[O:21][CH:22]=[CH:23][N:24]=3)[N:10](S(C3C=CC=CC=3)(=O)=O)[C:5]2=[CH:4][CH:3]=1.[OH-].[Na+]>C1COCC1.CCO.O>[Cl:1][C:2]1[N:7]=[C:6]2[CH:8]=[C:9]([C:20]3[O:21][CH:22]=[CH:23][N:24]=3)[NH:10][C:5]2=[CH:4][CH:3]=1 |f:1.2|. Reported procedure: A solution of 5-chloro-2-(1,3-oxazol-2-yl)-1-(phenylsulfonyl)-1H-pyrrolo[3,2-b]pyridine (2.09 g, 5.81 mmol, from Step 2) in THF (30 mL) and EtOH (10 mL) was treated with 1.0 M NaOH in water (30 mL, 30 mmol). After stirring for 1 hour, the reaction mixture was diluted with water, and the volatile components were removed in vacuo. The aqueous mixture was extracted with three portions of EtOAc. The combined organic extracts were washed with brine, dried over sodium sulfate, filtered and concentrate...